Dataset: the Open Reaction Database (ORD), a public repository of structured organic reaction records. Task: describe an organic reaction: reactants, conditions, products, and yield Starting materials: BrC1=CN(C2=C1C(NC=C2C#N)OC)C2CCCC2 (3-bromo-1-cyclopentyl-4-methoxy-4,5-dihydro-1H-pyrrolo[3,2-c]pyridine-7-carbonitrile), CC1(OB(OC1(C)C)C=1C=C(SC1)C(=O)N)C (4-(4,4,5,5-tetramethyl-1,3,2-dioxaborolan-2-yl)thiophene-2-carboxamide), (1,1′-bis(diphenylphosphino)ferrocene)dichloropalladium(II), C([O-])([O-])=O.[Na+].[Na+] (sodium carbonate), COCCOC (DME). Run in O (water). Conditions: temperature 120 celsius, time 30 minute. Product: C(#N)C=1C2=C(C(=NC1)OC)C(=CN2C2CCCC2)C=2C=C(SC2)C(=O)N (4-(7-cyano-1-cyclopentyl-4-methoxy-1H-pyrrolo[3,2-c]pyridin-3-yl)thiophene-2-carboxamide). Yield: 68.1%. Reaction SMILES: Br[C:2]1[C:6]2[CH:7]([O:13][CH3:14])[NH:8][CH:9]=[C:10]([C:11]#[N:12])[C:5]=2[N:4]([CH:15]2[CH2:19][CH2:18][CH2:17][CH2:16]2)[CH:3]=1.CC1(C)C(C)(C)OB([C:28]2[CH:29]=[C:30]([C:33]([NH2:35])=[O:34])[S:31][CH:32]=2)O1.C(=O)([O-])[O-].[Na+].[Na+].COCCOC>O>[C:11]([C:10]1[C:5]2[N:4]([CH:15]3[CH2:19][CH2:18][CH2:17][CH2:16]3)[CH:3]=[C:2]([C:28]3[CH:29]=[C:30]([C:33]([NH2:35])=[O:34])[S:31][CH:32]=3)[C:6]=2[C:7]([O:13][CH3:14])=[N:8][CH:9]=1)#[N:12] |f:2.3.4|. Procedure details: A mixture of 3-bromo-1-cyclopentyl-4-methoxy-4,5-dihydro-1H-pyrrolo[3,2-c]pyridine-7-carbonitrile (400 mg), 4-(4,4,5,5-tetramethyl-1,3,2-dioxaborolan-2-yl)thiophene-2-carboxamide (553 mg) obtained in Step B of Example 33, (1,1′-bis(diphenylphosphino)ferrocene)dichloropalladium(II) (102 mg), 2M aqueous sodium carbonate solution (1.24 mL) and DME (3.5 mL) was stirred under microwave irradiation at 120° C. for 1 hr 30 min. To the reaction mixture was added water, and the mixture was extracted with ... Reactants: C=1(C(=CC=CC1)C(=O)O)C (o-toluic acid), IC (iodomethane), C([O-])(O)=O.[Na+] (sodium bicarbonate). Solvent: CN(C=O)C (dimethylformamide), O (water). Run at time 3.5 hour. Yields the product C=1(C(=CC=CC1)C(=O)OC)C (o-Toluic acid, methyl ester). The yield is 90.8%. As a reaction SMILES: [C:1]1([CH3:10])[C:2]([C:7]([OH:9])=[O:8])=[CH:3][CH:4]=[CH:5][CH:6]=1.IC.[C:13](=O)(O)[O-].[Na+]>CN(C)C=O.O>[C:1]1([CH3:10])[C:2]([C:7]([O:9][CH3:13])=[O:8])=[CH:3][CH:4]=[CH:5][CH:6]=1 |f:2.3|. Reported procedure: A mixture of o-toluic acid (15 g, 0.11 mole), iodomethane (51 g, 0.36 mole) and anhydrous sodium bicarbonate (25.2 g, 0.3 mole) in dry dimethylformamide (60 ml) was stirred at 70° (oil bath temperature) under an atmosphere of nitrogen for 3.5 hours. The resulting mixture was diluted with water (200 ml) and extracted with ethyl ether (3×100 ml). The combined extracts were washed several times with water, dried over anhydrous MgSO4 and evaporated in vacuo to give the title ester compound (15 g, 90...